Dataset: the Open Reaction Database (ORD), a public repository of structured organic reaction records. Task: describe an organic reaction: reactants, conditions, products, and yield The reactants are ClC1=CC=C2C(C(=O)OC(N2)=O)=C1 (5-chloroisatoic anhydride), CI (CH3I), [H-].[Na+] (NaH), CI (CH3I). Solvent: C1CCOC1 (THF), C1CCOC1 (THF). Yields the product ClC1=CC2=C(N(C(OC2=O)=O)C)C=C1 (6-Chloro-1-methyl-1H-benzo[d][1,3]oxazine-2,4-dione). RXN SMILES: [H-].[Na+].[Cl:3][C:4]1[CH:15]=[C:8]2[C:9]([O:11][C:12](=[O:14])[NH:13][C:7]2=[CH:6][CH:5]=1)=[O:10].[CH3:16]I>C1COCC1>[Cl:3][C:4]1[CH:5]=[CH:6][C:7]2[N:13]([CH3:16])[C:12](=[O:14])[O:11][C:9](=[O:10])[C:8]=2[CH:15]=1 |f:0.1|. Procedure details: In a 3 L, 3 neck RBF equipped with mechanical stir, addition funnel, thermocouple and N2 inlet, NaH (30.4 g) was suspended in anhydrous THF (400 mL). While stirring at room temperature, a suspension of 5-chloroisatoic anhydride in THF (400 mL) was added in portion-wise manner over 45 min. The reaction mixture was stirred for 50 min (reaction temperature went up from 18 to 28° C.). To this was added CH3I (285 g, 125 mL) over 15 min. The mixture was then stirred at 42° C. for 16 h. Because TLC sho...